describe an organic reaction: reactants, conditions, products, and yield From a dataset of the Open Reaction Database (ORD), a public repository of structured organic reaction records. Starting materials: [N+](=O)(O)[O-].FC(C(F)F)(OC=1C=C(C=CC1)NC(=N)N)F (3-(1,1,2,2-tetrafluoro-ethoxy)-phenyl-guanidine nitrate), CN(C=CC(=O)C1=CC=C(C=C1)Cl)C (3-dimethylamino-1-(4-chloro-phenyl)-2-propen-1-one), [OH-].[Na+] (sodium hydroxide). Solvent: CC(C)O (2-propanol). The product is FC(C(F)F)(OC=1C=C(C=CC1)NC1=NC=CC(=N1)C1=CC=C(C=C1)Cl)F (N-[3-(1,1,2,2-tetrafluoro-ethoxy)-phenyl]-4-(4-chloro-phenyl)-2-pyrimidineamine). RXN SMILES: [N+]([O-])(O)=O.[F:5][C:6]([F:21])([O:10][C:11]1[CH:12]=[C:13]([NH:17][C:18]([NH2:20])=[NH:19])[CH:14]=[CH:15][CH:16]=1)[CH:7]([F:9])[F:8].CN(C)[CH:24]=[CH:25][C:26]([C:28]1[CH:33]=[CH:32][C:31]([Cl:34])=[CH:30][CH:29]=1)=O.[OH-].[Na+]>CC(O)C>[F:5][C:6]([F:21])([O:10][C:11]1[CH:12]=[C:13]([NH:17][C:18]2[N:20]=[C:26]([C:28]3[CH:33]=[CH:32][C:31]([Cl:34])=[CH:30][CH:29]=3)[CH:25]=[CH:24][N:19]=2)[CH:14]=[CH:15][CH:16]=1)[CH:7]([F:8])[F:9] |f:0.1,3.4|. Reported procedure: 539 mg (2.15 mmol) of 3-(1,1,2,2-tetrafluoro-ethoxy)-phenyl-guanidine nitrate are added to a solution of 450 mg (2.15 mmol) of 3-dimethylamino-1-(4-chloro-phenyl)-2-propen-1-one in 5.5 ml of 2-propanol. After the addition of 94.5 mg (2.36 mmol) of sodium hydroxide, the reaction mixture is boiled under reflux for 29 h. After cooling to RT, the product is isolated by filtration and washed with 1-propanol and water. After drying at 60° under HV, N-[3-(1,1,2,2-tetrafluoro-ethoxy)-phenyl]-4-(4-chloro... The reactants are C(C)OC(C(C=CC(C)C)(CC=1C=NC=CC1)S(=O)(=O)C1=CC=C(C=C1)OC)=O (2-(4-methoxy-benzenesulfonyl)-5-methyl-2-pyridin-3-ylmethyl-hexenoic acid ethyl ester). The solvent is CO (methanol), [OH-].[Na+] (NaOH). Product: COC1=CC=C(C=C1)S(=O)(=O)C(C(=O)O)(CC=C(C)C)CC=1C=NC=CC1 (2-(4-Methoxy-benzenesulfonyl)-5-methyl-2-pyridin-3-ylmethyl-hex-4-enoic acid). As a reaction SMILES: C([O:3][C:4](=[O:29])[C:5]([S:18]([C:21]1[CH:26]=[CH:25][C:24]([O:27][CH3:28])=[CH:23][CH:22]=1)(=[O:20])=[O:19])([CH2:11][C:12]1[CH:13]=[N:14][CH:15]=[CH:16][CH:17]=1)[CH:6]=[CH:7][CH:8]([CH3:10])[CH3:9])C>CO.[OH-].[Na+]>[CH3:28][O:27][C:24]1[CH:25]=[CH:26][C:21]([S:18]([C:5]([CH2:11][C:12]2[CH:13]=[N:14][CH:15]=[CH:16][CH:17]=2)([CH2:6][CH:7]=[C:8]([CH3:10])[CH3:9])[C:4]([OH:29])=[O:3])(=[O:20])=[O:19])=[CH:22][CH:23]=1 |f:2.3|. Reported procedure: 2-(4-Methoxy-benzenesulfonyl)-5-methyl-2-pyridin-3-ylmethyl-hex-4-enoic acid was prepared starting from 2-(4-methoxy-benzenesulfonyl)-5-methyl-2-pyridin-3-ylmethyl-hexenoic acid ethyl ester (4.0 g, 9.5 mmol) dissolved in methanol (50 ml) and 10 N NaOH (30 ml). The resulting reaction mixture was worked up as outlined in Example 9. Yield 3.2 g, 87%; ivory solid; mp 117-119° C.; MS: 390 (M+)+. The reactants are C(C)(=O)O (Acetic acid), C(C)(=O)O[BH-](OC(C)=O)OC(C)=O.[Na+] (Sodium triacetoxyborohydride), C(C)(C)(C)OC(=O)N1[C@@H](CCC1)C=O ((S)-2-formylpyrrolidine-1-carboxylic acid tert-butyl ester), N1CCCC1 (pyrrolidine). Solvent: ClCCl (dichloromethane). Conditions: time 16 hour. Yields the product C(C)(C)(C)OC(=O)N1[C@@H](CCC1)CN1CCCC1 ((S)-2-((pyrrolidin-1-yl)methyl)-pyrrolidine-1-carboxylic acid tert-butyl ester). Isolated yield 64.8%. RXN SMILES: C(O[BH-](OC(=O)C)OC(=O)C)(=O)C.[Na+].[C:15]([O:19][C:20]([N:22]1[CH2:26][CH2:25][CH2:24][C@H:23]1[CH:27]=O)=[O:21])([CH3:18])([CH3:17])[CH3:16].[NH:29]1[CH2:33][CH2:32][CH2:31][CH2:30]1.C(O)(=O)C>ClCCl>[C:15]([O:19][C:20]([N:22]1[CH2:26][CH2:25][CH2:24][C@H:23]1[CH2:27][N:29]1[CH2:33][CH2:32][CH2:31][CH2:30]1)=[O:21])([CH3:18])([CH3:17])[CH3:16] |f:0.1|. Procedure: Sodium triacetoxyborohydride (35.7 g, 0.168 mol) was added to a mixture of crude (S)-2-formylpyrrolidine-1-carboxylic acid tert-butyl ester (11.2 g, 0.056 mol), pyrrolidine (5.16 ml, 0.062 mol) and mol sieves (10 g) in dichloromethane (100 ml). Acetic acid (6.42 g, 0.112 mol) was added. The reaction mixture was stirred for 16 hours at room temperature. The precipitation was removed by filtration. The filtrate was diluted with a 1 N aqueous solution of sodium hydroxide (100 ml) and tert-butyl met... The reactants are diazonium salt, S(=O)=O (sulfur dioxide), cuprous chloride, ClC=1C=CC(=C(C1)N)C (5-Chloro-2-methylbenzeneamine), ice water, N(=O)[O-].[Na+] (sodium nitrite), diazonium salt, Cl (hydrochloric acid). Run in C(C)(=O)O (acetic acid), O (H2O), C(C)(=O)O (acetic acid). Reaction conditions: temperature 15 celsius, time 0.5 hour. Yields the product ClC=1C=CC(=C(C1)S(=O)(=O)Cl)C (5-Chloro-2-Methylbenzenesulfonylchloride). RXN SMILES: [Cl:1][C:2]1[CH:3]=[CH:4][C:5]([CH3:9])=[C:6](N)[CH:7]=1.[ClH:10].N([O-])=O.[Na+].[S:15](=[O:17])=[O:16]>O.C(O)(=O)C>[Cl:1][C:2]1[CH:3]=[CH:4][C:5]([CH3:9])=[C:6]([S:15]([Cl:10])(=[O:17])=[O:16])[CH:7]=1 |f:2.3|. Procedure: 5-Chloro-2-methylbenzeneamine (1002 g) was added over 0.5 hr. to a stirred mixture of 5.5 L of concentrated hydrochloric acid and 1.5 L of acetic acid precooled to 0°-5° C. The resulting suspension was stirred 0.5 hr. A solution of 530 g of sodium nitrite in 0.9 L H2O was added over 1.0 hr. while maintaining the temperature at 0°-5° C. When addition was complete, the mixture was stirred 1.0 hr. at 0°-5° C. The diazonium salt was added to a stirred mixture of 6.0 L of acetic acid, 1000 g of sulfu... The reactants are C1(=CC=CC=C1)C1CCNCC1 (4-Phenylpiperidine), C(=O)([O-])[O-].[K+].[K+] (K2CO3), C(C)#N (acetonitrile). Product: C1(=CC=CC=C1)C1CCN(CC1)CCCCC1=CC=CC=C1 (4-phenyl-1-(4-phenylbutyl)piperidine). As a reaction SMILES: [C:1]1([CH:7]2[CH2:12][CH2:11][NH:10][CH2:9][CH2:8]2)[CH:6]=[CH:5][CH:4]=[CH:3][CH:2]=1.C([O-])([O-])=O.[K+].[K+].[C:19](#N)[CH3:20]>>[C:1]1([CH:7]2[CH2:8][CH2:9][N:10]([CH2:12][CH2:7][CH2:8][CH2:9][C:20]3[CH:19]=[CH:3][CH:2]=[CH:1][CH:6]=3)[CH2:11][CH2:12]2)[CH:6]=[CH:5][CH:4]=[CH:3][CH:2]=1 |f:1.2.3|. Reported procedure: 4-Phenylpiperidine (1 eq) was reacted with 4-phenylbromobutyl (1 eq) in the presence of K2CO3 in acetonitrile at reflux overnight. The product obtained was treated and purified on a silica column. The 1H NMR at 500 MHz is in accordance with the expected structure. Reactants: CS(=O)(=O)C1=NC(=C(C(=N1)OC=1C=NC=CC1)C1=CC=C(C=C1)Cl)C1=C(C=C(C=C1)Cl)Cl (2-methylsulfonyl-4-(3-pyridyloxy)-5-(4-chlorophenyl)-6-(2,4-dichlorophenyl)pyrimidine), C(CCC)[Li] (n-butyl lithium), C(C(C)C)O (iso-butyl alcohol). Yields the product C(C(C)C)OC1=NC(=C(C(=N1)OC=1C=NC=CC1)C1=CC=C(C=C1)Cl)C1=C(C=C(C=C1)Cl)Cl (2-(iso-Butyloxy)-4-(3-pyridyloxy)-5-(4-chlorophenyl)-6-(2,4-dichlorophenyl)pyrimidine). As a reaction SMILES: CS([C:5]1[N:10]=[C:9]([O:11][C:12]2[CH:13]=[N:14][CH:15]=[CH:16][CH:17]=2)[C:8]([C:18]2[CH:23]=[CH:22][C:21]([Cl:24])=[CH:20][CH:19]=2)=[C:7]([C:25]2[CH:30]=[CH:29][C:28]([Cl:31])=[CH:27][C:26]=2[Cl:32])[N:6]=1)(=O)=O.C([Li])CCC.[CH2:38]([OH:42])[CH:39]([CH3:41])[CH3:40]>>[CH2:38]([O:42][C:5]1[N:10]=[C:9]([O:11][C:12]2[CH:13]=[N:14][CH:15]=[CH:16][CH:17]=2)[C:8]([C:18]2[CH:23]=[CH:22][C:21]([Cl:24])=[CH:20][CH:19]=2)=[C:7]([C:25]2[CH:30]=[CH:29][C:28]([Cl:31])=[CH:27][C:26]=2[Cl:32])[N:6]=1)[CH:39]([CH3:41])[CH3:40]. Procedure details: 2-Methylsulfonyl-4-(3-pyridyloxy)-5-(4-chlorophenyl)-6-(2,4-dichlorophenyl)pyrimidine from Example 86 (100 mg, 0.2 mmol) with 2 equivalents each of n-butyl lithium and iso-butyl alcohol by the procedure described in Reference Examples 6 and 7 to afford the title compound: HPLC/MS: m/e=500 (M++1); Rt=4.31 min. 1H-NMR 500 MHz (CDCl3): δ 0.96 (d, J=6 Hz, 6H), 2.02-2.10 (m, 1H), 4.01 (d, J=7 Hz, 2H), 7.18-7.30 (m, 6H), 7.39 (s, 1H), 7.40-7.43 (m, 1H), 7.58-7.60 (m, 1H), 8.55 (s, 2H). Reactants: C(C1=CC=CC=C1)N1N=C(C(=C1)CO)OCC1=CC(=C(C=C1)OCC=1N=C(OC1C)C=1OC=CC1)Cl ({1-benzyl-3-[(3-chloro-4-{[2-(2-furyl)-5-methyl-1,3-oxazol-4-yl]methoxy}benzyl)oxy]-1H-pyrazol-4-yl}methanol). The reagents and catalysts are [O-2].[O-2].[Mn+4] (manganese dioxide). The solvent is O1CCCC1 (tetrahydrofuran). Conditions: time 15 hour. The product is C(C1=CC=CC=C1)N1N=C(C(=C1)C=O)OCC1=CC(=C(C=C1)OCC=1N=C(OC1C)C=1OC=CC1)Cl (1-benzyl-3-[(3-chloro-4-{[2-(2-furyl)-5-methyl-1,3-oxazol-4-yl]methoxy}benzyl)oxy]-1H-pyrazole-4-carbaldehyde). Isolated yield 87.2%. Reaction SMILES: [CH2:1]([N:8]1[CH:12]=[C:11]([CH2:13][OH:14])[C:10]([O:15][CH2:16][C:17]2[CH:22]=[CH:21][C:20]([O:23][CH2:24][C:25]3[N:26]=[C:27]([C:31]4[O:32][CH:33]=[CH:34][CH:35]=4)[O:28][C:29]=3[CH3:30])=[C:19]([Cl:36])[CH:18]=2)=[N:9]1)[C:2]1[CH:7]=[CH:6][CH:5]=[CH:4][CH:3]=1>[O-2].[O-2].[Mn+4].O1CCCC1>[CH2:1]([N:8]1[CH:12]=[C:11]([CH:13]=[O:14])[C:10]([O:15][CH2:16][C:17]2[CH:22]=[CH:21][C:20]([O:23][CH2:24][C:25]3[N:26]=[C:27]([C:31]4[O:32][CH:33]=[CH:34][CH:35]=4)[O:28][C:29]=3[CH3:30])=[C:19]([Cl:36])[CH:18]=2)=[N:9]1)[C:2]1[CH:3]=[CH:4][CH:5]=[CH:6][CH:7]=1 |f:1.2.3|. Procedure details: A mixture of {1-benzyl-3-[(3-chloro-4-{[2-(2-furyl)-5-methyl-1,3-oxazol-4-yl]methoxy}benzyl)oxy]-1H-pyrazol-4-yl}methanol (0.61 g), activated manganese dioxide (2.0 g) and tetrahydrofuran (50 mL) was stirred at room temperature for 15 hrs. Manganese dioxide was removed by filtration and the filtrate was concentrated. The obtained crystals were collected by filtration to give 1-benzyl-3-[(3-chloro-4-{[2-(2-furyl)-5-methyl-1,3-oxazol-4-yl]methoxy}benzyl)oxy]-1H-pyrazole-4-carbaldehyde (0.53 g, yie... Starting materials: ClC1=CC(=C(C=C1C#N)C1=NC=CC2=CC(=CC=C12)S(=O)(=O)NC1=NC=NS1)OC (1-(4-chloro-5-cyano-2-methoxyphenyl)-N-(1,2,4-thiadiazol-5-yl)isoquinoline-6-sulfonamide), FC=1C=C(C=CC1)B(O)O ((3-fluorophenyl)boronic acid), chloro(2-dicyclohexylphosphino-2′,6′-dimethoxy-1,1′-biphenyl)[2-(2-aminoethylphenyl)]palladium(ii) dichloromethane, P(=O)([O-])([O-])[O-].[K+].[K+].[K+] (potassium phosphate). Reagents/catalysts: C1(CCCCC1)P(C1=C(C=CC=C1)C1=C(C=CC=C1OC)OC)C1CCCCC1 (dicyclohexyl(2′,6′-dimethoxy-[1,1′-biphenyl]-2-yl)phosphine). Conditions: temperature 120 celsius. Yields the product C(#N)C1=C(C=C(C(=C1)C1=NC=CC2=CC(=CC=C12)S(=O)(=O)NC1=NC=NS1)OC)C1=CC(=CC=C1)F (1-(2-cyano-3′-fluoro-5-methoxy-[1,1′-biphenyl]-4-yl)-N-(1,2,4-thiadiazol-5-yl)isoquinoline-6-sulfonamide). The yield is 75.2%. Reaction SMILES: Cl[C:2]1[C:7]([C:8]#[N:9])=[CH:6][C:5]([C:10]2[C:19]3[C:14](=[CH:15][C:16]([S:20]([NH:23][C:24]4[S:28][N:27]=[CH:26][N:25]=4)(=[O:22])=[O:21])=[CH:17][CH:18]=3)[CH:13]=[CH:12][N:11]=2)=[C:4]([O:29][CH3:30])[CH:3]=1.[F:31][C:32]1[CH:33]=[C:34](B(O)O)[CH:35]=[CH:36][CH:37]=1.P([O-])([O-])([O-])=O.[K+].[K+].[K+]>C1(P(C2CCCCC2)C2C=CC=CC=2C2C(OC)=CC=CC=2OC)CCCCC1>[C:8]([C:7]1[CH:6]=[C:5]([C:10]2[C:19]3[C:14](=[CH:15][C:16]([S:20]([NH:23][C:24]4[S:28][N:27]=[CH:26][N:25]=4)(=[O:21])=[O:22])=[CH:17][CH:18]=3)[CH:13]=[CH:12][N:11]=2)[C:4]([O:29][CH3:30])=[CH:3][C:2]=1[C:36]1[CH:35]=[CH:34][CH:33]=[C:32]([F:31])[CH:37]=1)#[N:9] |f:2.3.4.5|. Procedure details: A vial was charged with 1-(4-chloro-5-cyano-2-methoxyphenyl)-N-(1,2,4-thiadiazol-5-yl)isoquinoline-6-sulfonamide (Example 337, 68.14 mg, 0.149 mmol) (3-fluorophenyl)boronic acid (62.5 mg, 0.446 mmol), dicyclohexyl(2′,6′-dimethoxy-[1,1′-biphenyl]-2-yl)phosphine (3.05 mg, 7.44 μmol), chloro(2-dicyclohexylphosphino-2′,6′-dimethoxy-1,1′-biphenyl)[2-(2-aminoethylphenyl)]palladium(ii) dichloromethane (11.27 mg, 0.015 mmol), and potassium phosphate (158 mg, 0.744 mmol). The vial was flushed with Ar (g)... Reactants: O=C([O-])O, CNc1cc(Nc2cccc(CN(C)C)c2)ncn1, Cc1ccccc1, COc1cc(OC)c(Cl)c(N=C=O)c1Cl, ClCCl, [Na+]. Product: COc1cc(OC)c(Cl)c(NC(=O)N(C)c2cc(Nc3cccc(CN(C)C)c3)ncn2)c1Cl. As a reaction SMILES: [C:35](=[O:36])([OH:37])[O-:38].[CH3:16][N:17]([CH3:18])[CH2:19][c:20]1[cH:21][c:22]([NH:26][c:27]2[n:28][cH:29][n:30][c:31]([NH:33][CH3:34])[cH:32]2)[cH:23][cH:24][cH:25]1.[CH3:40][c:41]1[cH:42][cH:43][cH:44][cH:45][cH:46]1.[Cl:1][c:2]1[c:3]([N:13]=[C:14]=[O:15])[c:4]([Cl:12])[c:5]([O:10][CH3:11])[cH:6][c:7]1[O:8][CH3:9].[Cl:47][CH2:48][Cl:49].[Na+:39]>>[Cl:1][c:2]1[c:3]([NH:13][C:14](=[O:15])[N:33]([c:31]2[n:30][cH:29][n:28][c:27]([NH:26][c:22]3[cH:21][c:20]([CH2:19][N:17]([CH3:16])[CH3:18])[cH:25][cH:24][cH:23]3)[cH:32]2)[CH3:34])[c:4]([Cl:12])[c:5]([O:10][CH3:11])[cH:6][c:7]1[O:8][CH3:9].